Dataset: the Open Reaction Database (ORD), a public repository of structured organic reaction records. Task: describe an organic reaction: reactants, conditions, products, and yield The reactants are [OH-].[Na+] (sodium hydroxide), O=C1CCN(CC1)C(=O)OCC (ethyl 4-oxopiperidine-1-carboxylate), CS(=O)(=O)[O-].C[S+](C)C (trimethylsulphonium methanesulphonate), ClCCl (dichloromethane). Run in O (water). The product is O1CC12CCN(CC2)C(=O)OCC (Ethyl 1-oxa-6-azaspiro[2,5]octane-6-carboxylate). Isolated yield 72.0%. Reaction SMILES: [OH-].[Na+].[O:3]=[C:4]1[CH2:9][CH2:8][N:7]([C:10]([O:12][CH2:13][CH3:14])=[O:11])[CH2:6][CH2:5]1.[CH3:15]S([O-])(=O)=O.C[S+](C)C.ClCCl>O>[O:3]1[C:4]2([CH2:5][CH2:6][N:7]([C:10]([O:12][CH2:13][CH3:14])=[O:11])[CH2:8][CH2:9]2)[CH2:15]1 |f:0.1,3.4|. Reported procedure: A solution of 47% sodium hydroxide (15 ml), ethyl 4-oxopiperidine-1-carboxylate (4.53 ml, 30 mmol), trimethylsulphonium methanesulphonate (7.36 g, 39 mmol) (Syn. Comm., 1985, 15, 749) and dichloromethane (30 ml) was heated to 50° C. for 16 h, cooled, diluted with water (30 ml), and extracted with dichloromethane. The combined extracts were dried over sodium sulphate and evaporated. The residue was purified by flash column chromatography on silica, eluting with 2% methanol/dichloromethane to give... Starting materials: ClCCl, COC(=O)c1ccccc1S(=O)(=O)N=C=O, Nc1ncc(Cl)cn1. Product: COC(=O)c1ccccc1S(=O)(=O)NC(=O)Nc1ncc(Cl)cn1. Reaction SMILES: [CH2:25]([Cl:26])[Cl:27].[N:9](=[C:10]=[O:11])[S:12](=[O:13])(=[O:14])[c:15]1[c:16]([C:17](=[O:18])[O:19][CH3:20])[cH:21][cH:22][cH:23][cH:24]1.[NH2:1][c:2]1[n:3][cH:4][c:5]([Cl:8])[cH:6][n:7]1>>[NH:1]([c:2]1[n:3][cH:4][c:5]([Cl:8])[cH:6][n:7]1)[C:10]([NH:9][S:12](=[O:13])(=[O:14])[c:15]1[c:16]([C:17](=[O:18])[O:19][CH3:20])[cH:21][cH:22][cH:23][cH:24]1)=[O:11]. The reactants are solution, Cl (hydrochloric acid), CN(CCC1=NN=C2N1C1=C(C(=NC2)C2=CC=CC=C2)C=C(C=C1)Cl)C (1-[2-(dimethylamino)ethyl]-8-chloro-6-phenyl-4H-s-triazolo[4,3-a][1,4]benzodiazepine), B (borane). The solvent is O1CCCC1 (tetrahydrofuran), O1CCCC1 (tetrahydrofuran). Reaction conditions: time 18 hour. Product: CN(CCC1=NN=C2N1C1=C(C(NC2)C2=CC=CC=C2)C=C(C=C1)Cl)C (1-[2-(dimethylamino)ethyl]-8-chloro-5,6-dihydro-6-phenyl-4H-s-triazolo[4,3-a][1,4]benzodiazepine). As a reaction SMILES: [CH3:1][N:2]([CH3:26])[CH2:3][CH2:4][C:5]1[N:9]2[C:10]3[CH:24]=[CH:23][C:22]([Cl:25])=[CH:21][C:11]=3[C:12]([C:15]3[CH:20]=[CH:19][CH:18]=[CH:17][CH:16]=3)=[N:13][CH2:14][C:8]2=[N:7][N:6]=1.B.Cl>O1CCCC1>[CH3:26][N:2]([CH3:1])[CH2:3][CH2:4][C:5]1[N:9]2[C:10]3[CH:24]=[CH:23][C:22]([Cl:25])=[CH:21][C:11]=3[CH:12]([C:15]3[CH:20]=[CH:19][CH:18]=[CH:17][CH:16]=3)[NH:13][CH2:14][C:8]2=[N:7][N:6]=1. Procedure details: A stirred mixture of 1-[2-(dimethylamino)ethyl]-8-chloro-6-phenyl-4H-s-triazolo[4,3-a][1,4]benzodiazepine (3.66 g., 0.01 mole) in tetrahydrofuran (100 ml.) is cooled in an ice bath, under nitrogen, and treated with 20 ml. of a 1M solution of borane in tetrahydrofuran. The mixture is allowed to warm to ambient temperature (22°-25°) and stand for 18 hours. It is then refluxed for 1 hour, cooled in an ice bath and treated with 3 ml. of 6N hydrochloric acid. This mixture is boiled for 3 hours with d... The reactants are Cl (HCl), NC=1C=CC(=C(CN(C(OC(C)(C)C)=O)C)C1)S(=O)(=O)C(C)(C)C (tert-Butyl 5-amino-2-(tert-butylsulfonyl)benzyl(methyl)carbamate). Run at time 1 hour. The product is Cl.C(C)(C)(C)S(=O)(=O)C1=C(C=C(N)C=C1)CNC (4-(tert-Butylsulfonyl)-3-((methylamino)methyl)aniline hydrochloride). Isolated yield 100.0%. As a reaction SMILES: [ClH:1].[NH2:2][C:3]1[CH:4]=[CH:5][C:6]([S:19]([C:22]([CH3:25])([CH3:24])[CH3:23])(=[O:21])=[O:20])=[C:7]([CH:18]=1)[CH2:8][N:9](C)[C:10](=O)OC(C)(C)C>>[ClH:1].[C:22]([S:19]([C:6]1[CH:5]=[CH:4][C:3]([NH2:2])=[CH:18][C:7]=1[CH2:8][NH:9][CH3:10])(=[O:21])=[O:20])([CH3:25])([CH3:24])[CH3:23] |f:2.3|. Reported procedure: HCl (4 M in dioxane, 5 mL) was added to 22B (500 mg, 1.403 mmol) and stirred at rt for 1 h. The reaction was concentrated to yield 22C (460 mg, 1.397 mmol, 100% yield) as a white solid. MS (ESI) m/z: 257.3 (M+H)+. 1H NMR (400 MHz, DMSO-d6) δ ppm 8.93 (2H, br. s.), 7.51 (1H, d, J=8.79 Hz), 6.76 (1H, d, J=2.20 Hz), 6.72 (1H, dd, J=8.79, 2.20 Hz), 4.17 (2H, t, J=5.71 Hz), 2.53 (3H, t, J=5.27 Hz), 1.21 (9H, s). Starting materials: FC(C(=O)O)(F)F (trifluoroacetic acid), C(C)(C)(C)OC(=O)N1C[C@H](CC1)C(CC1CC1)OC=1C(=NC(=CC1)Cl)C ((3S)-3-[1-(6-chloro-2-methyl-3-pyridyloxy)-2-cyclopropyl-ethyl]-pyrrolidine-1-carboxylic acid tert-butyl ester). Yields the product ClC1=CC=C(C(=N1)C)OC(CC1CC1)[C@@H]1CNCC1 ((3S)-3-[1-(6-chloro-2-methyl-3-pyridyloxy)-2-cyclopropyl-ethyl]-pyrrolidine). The solvent is COC1=CC=CC=C1 (methoxybenzene), ClCCl (dichloromethane). Procedure details: Add trifluoroacetic acid (1.51 g, 1.0 mL, 13.2 mmol) to a solution of (3S)-3-[1-(6-chloro-2-methyl-3-pyridyloxy)-2-cyclopropyl-ethyl]-pyrrolidine-1-carboxylic acid tert-butyl ester (S-1) (99.0 mg, 0.260 mmol) in methoxybenzene (1.0 mL) and dichloromethane (2.0 mL). Stir under nitrogen at room temperature for 1 h. Load the mixture directly onto a pre-packed SCX column and rinse with CH2Cl2 followed by CH3OH. Elute with 2M NH3 in methanol and concentrate under reduced pressure to give 58 mg (79%) ... The yield is 79.4%. Conditions: time 1 hour. Reaction SMILES: FC(F)(F)C(O)=O.C(OC([N:15]1[CH2:19][CH2:18][C@H:17]([CH:20]([O:25][C:26]2[C:27]([CH3:33])=[N:28][C:29]([Cl:32])=[CH:30][CH:31]=2)[CH2:21][CH:22]2[CH2:24][CH2:23]2)[CH2:16]1)=O)(C)(C)C>COC1C=CC=CC=1.ClCCl>[Cl:32][C:29]1[N:28]=[C:27]([CH3:33])[C:26]([O:25][CH:20]([C@H:17]2[CH2:18][CH2:19][NH:15][CH2:16]2)[CH2:21][CH:22]2[CH2:23][CH2:24]2)=[CH:31][CH:30]=1.